Task: describe an organic reaction: reactants, conditions, products, and yield. Dataset: the Open Reaction Database (ORD), a public repository of structured organic reaction records The reactants are CCO, C#CCOc1ccc2c(C)cc(=O)oc2c1C(C)=O, O=Cc1ccccc1, [K+], [OH-], O. The product is C#CCOc1ccc2c(C)cc(=O)oc2c1C(=O)C=Cc1ccccc1. RXN SMILES: [CH3:30][CH2:31][OH:32].[CH3:3][c:4]1[cH:5][c:6](=[O:21])[o:7][c:8]2[c:9]([C:18]([CH3:19])=[O:20])[c:10]([O:14][CH2:15][C:16]#[CH:17])[cH:11][cH:12][c:13]12.[CH:22](=[O:23])[c:24]1[cH:25][cH:26][cH:27][cH:28][cH:29]1.[K+:2].[OH-:1].[OH2:33]>>[CH3:3][c:4]1[cH:5][c:6](=[O:21])[o:7][c:8]2[c:9]([C:18]([CH:19]=[CH:22][c:24]3[cH:25][cH:26][cH:27][cH:28][cH:29]3)=[O:20])[c:10]([O:14][CH2:15][C:16]#[CH:17])[cH:11][cH:12][c:13]12. Starting materials: FC1=C(C=CC=C1)C1=C2CC(NC2=CC=C1)=O (4-(2-fluoro-phenyl)-1,3-dihydro-indol-2-one), CC1=C(NC=C1C(=O)N1CCN(CC1)C)C=O (3-methyl-4-(4-methyl-piperazine-1-carbonyl)-1H-pyrrole-2-carbaldehyde). The reagents and catalysts are N1CCCCC1 (piperidine). Solvent: C(C)O (ethanol). Run at time 3 day. Product: FC1=C(C=CC=C1)C1=C2C(C(NC2=CC=C1)=O)=CC=1NC=C(C1C)C(=O)N1CCN(CC1)C (4-(2-fluoro-phenyl)-3-[3-methyl-4-(4-methyl-piperazine-1-carbonyl)-1H-pyrrol-2-ylmethylene]-1,3-dihydro-indol-2-one). Isolated yield 36.0%. Reaction SMILES: [F:1][C:2]1[CH:7]=[CH:6][CH:5]=[CH:4][C:3]=1[C:8]1[CH:16]=[CH:15][CH:14]=[C:13]2[C:9]=1[CH2:10][C:11](=[O:17])[NH:12]2.[CH3:18][C:19]1[C:23]([C:24]([N:26]2[CH2:31][CH2:30][N:29]([CH3:32])[CH2:28][CH2:27]2)=[O:25])=[CH:22][NH:21][C:20]=1[CH:33]=O>C(O)C.N1CCCCC1>[F:1][C:2]1[CH:7]=[CH:6][CH:5]=[CH:4][C:3]=1[C:8]1[CH:16]=[CH:15][CH:14]=[C:13]2[C:9]=1[C:10](=[CH:33][C:20]1[NH:21][CH:22]=[C:23]([C:24]([N:26]3[CH2:27][CH2:28][N:29]([CH3:32])[CH2:30][CH2:31]3)=[O:25])[C:19]=1[CH3:18])[C:11](=[O:17])[NH:12]2. Reported procedure: To a solution of 4-(2-fluoro-phenyl)-1,3-dihydro-indol-2-one (56.8 mg, 0.25 mmol) and 3-methyl-4-(4-methyl-piperazine-1-carbonyl)-1H-pyrrole-2-carbaldehyde (61.2 mg, 0.26 mmol) in ethanol (2 mL) was added piperidine (3 drops). The reaction mixture was stirred at room temperature for three days. A yellow solid product was precipitated out, filtered, washed by ethanol for three times, and dried under high vacuum to provide pure product 4-(2-fluoro-phenyl)-3-[3-methyl-4-(4-methyl-piperazine-1-carbo... The reactants are CN(C)C=O, ClCCl, O=C(O)c1cnc(Cl)cn1. Product: O=C(Cl)c1cnc(Cl)cn1. RXN SMILES: [CH3:11][N:12]([CH3:13])[CH:14]=[O:15].[Cl:16][CH2:17][Cl:18].[Cl:1][c:2]1[n:3][cH:4][c:5]([C:8](=[O:9])[OH:10])[n:6][cH:7]1>>[Cl:1][c:2]1[n:3][cH:4][c:5]([C:8](=[O:10])[Cl:16])[n:6][cH:7]1. Starting materials: C(C)OC(=O)[C@H]1[C@H](CC(N1C)=O)C1=CC=C(C=C1)N ((±)-(4R*,5R*)-5-ethoxycarbonyl-1-methyl-4-(4-aminophenyl)pyrrolidin-2-one), OS(=O)(=O)O (H2SO4), Intermediate U, N(=O)[O-].[Na+] (NaNO2). Run in ice, O (water), [H+].[B-](F)(F)(F)F (HBF4), O (water), O (water). Conditions: temperature 90 celsius, time 35 minute. Yields the product C(C)OC(=O)[C@H]1[C@H](CC(N1C)=O)C1=CC=C(C=C1)O ((±)-(4R*,5R*)-5-ethoxycarbonyl-1-methyl-4-(4-hydroxyphenyl)-pyrrolidin-2-one). Yield: 89.0%. RXN SMILES: [CH2:1]([O:3][C:4]([C@@H:6]1[N:10]([CH3:11])[C:9](=[O:12])[CH2:8][C@@H:7]1[C:13]1[CH:18]=[CH:17][C:16](N)=[CH:15][CH:14]=1)=[O:5])[CH3:2].N([O-])=[O:21].[Na+].OS(O)(=O)=O>[H+].[B-](F)(F)(F)F.O>[CH2:1]([O:3][C:4]([C@@H:6]1[N:10]([CH3:11])[C:9](=[O:12])[CH2:8][C@@H:7]1[C:13]1[CH:18]=[CH:17][C:16]([OH:21])=[CH:15][CH:14]=1)=[O:5])[CH3:2] |f:1.2,4.5|. Procedure: A 2° C. solution of (±)-(4R*,5R*)-5-ethoxycarbonyl-1-methyl-4-(4-aminophenyl)pyrrolidin-2-one (prepared according to the procedure for Intermediate U, 3.25 g, 12.4 mmol) in 42% aqueous HBF4 (6 mL) and water (6 mL) was treated dropwise with a solution of NaNO2 (856 mg, 12.4 mmol) in water (6 mL), keeping the reaction temperature below 10° C. The reaction mixture was stirred for 35 min, then poured in one portion into a 90° C. solution of H2SO4 (24 mL) in water (360 mL). The resulting solution was...